Dataset: the Open Reaction Database (ORD), a public repository of structured organic reaction records. Task: describe an organic reaction: reactants, conditions, products, and yield Starting materials: ClC=1C=NC(=C(C(=O)O)C1)N1CC(CC1)OC1=CC=C(C=C1)F (5-chloro-2-(3-(4-fluorophenoxy)pyrrolidin-1-yl)nicotinic acid), Cl.NC1(CC1)C1=CC=C(C(=O)OC)C=C1 (methyl 4-(1-aminocyclopropyl)benzoate hydrochloride). Yields the product ClC=1C=NC(=C(C(=O)NC2(CC2)C2=CC=C(C(=O)OC)C=C2)C1)N1CC(CC1)OC1=CC=C(C=C1)F (methyl 4-(1-(5-chloro-2-(3-(4-fluorophenoxy)pyrrolidin-1-yl)nicotinamido)cyclopropyl)benzoate). Yield: 30.6%. Reaction SMILES: [Cl:1][C:2]1[CH:3]=[N:4][C:5]([N:11]2[CH2:15][CH2:14][CH:13]([O:16][C:17]3[CH:22]=[CH:21][C:20]([F:23])=[CH:19][CH:18]=3)[CH2:12]2)=[C:6]([CH:10]=1)[C:7]([OH:9])=O.Cl.[NH2:25][C:26]1([C:29]2[CH:38]=[CH:37][C:32]([C:33]([O:35][CH3:36])=[O:34])=[CH:31][CH:30]=2)[CH2:28][CH2:27]1>>[Cl:1][C:2]1[CH:3]=[N:4][C:5]([N:11]2[CH2:15][CH2:14][CH:13]([O:16][C:17]3[CH:22]=[CH:21][C:20]([F:23])=[CH:19][CH:18]=3)[CH2:12]2)=[C:6]([CH:10]=1)[C:7]([NH:25][C:26]1([C:29]2[CH:38]=[CH:37][C:32]([C:33]([O:35][CH3:36])=[O:34])=[CH:31][CH:30]=2)[CH2:28][CH2:27]1)=[O:9] |f:1.2|. Reported procedure: The title compound (D196) (50 mg) was prepared according to the experimental procedure described in Description 146 starting from 5-chloro-2-(3-(4-fluorophenoxy)pyrrolidin-1-yl)nicotinic acid (D138) (110 mg, 0.320 mmol) and methyl 4-(1-aminocyclopropyl)benzoate (D7) (72.86 mg, 0.320 mmol).